Dataset: the Open Reaction Database (ORD), a public repository of structured organic reaction records. Task: describe an organic reaction: reactants, conditions, products, and yield Yields the product C1CCN2C1=CC=1C=CN=CC21 (2,3-Dihydro-1H-3a,5-diaza-cyclopenta[a]indene). Starting materials: C(C)(=O)OCC (ethyl acetate), IC1=C(C=NC=C1)NC(C(C)(C)C)=O (N-(4-iodo-3-pyridinyl)-2,2-dimethyl-propanamide), ClCCCC#C (5-chloro-1-pentyne), O (water). Procedure details: A mixture of 0.2885 g bis(triphenylphosphine) palladium dichloride and 0.1565 g copper (I) iodide in 200 mL triethylamine was heated to reflux for 20 min. To the resulting solution was added at room temperature 25.00 g N-(4-iodo-3-pyridinyl)-2,2-dimethyl-propanamide and 25.3 g 5-chloro-1-pentyne and the mixture was heated to reflux for 30 min. The reaction mixture was distributed between water and ethyl acetate, the phases were separated and the organic phase was washed with water and brine, dri... RXN SMILES: IC1[CH:7]=[CH:6][N:5]=[CH:4][C:3]=1[NH:8][C:9](=O)C(C)(C)C.Cl[CH2:16][CH2:17][CH2:18][C:19]#[CH:20].O.C(OCC)(=O)C>C(N(CC)CC)C.[Pd](Cl)Cl.C1(P(C2C=CC=CC=2)C2C=CC=CC=2)C=CC=CC=1.C1(P(C2C=CC=CC=2)C2C=CC=CC=2)C=CC=CC=1.[Cu]I>[CH2:17]1[C:18]2=[CH:19][C:20]3[CH:7]=[CH:6][N:5]=[CH:4][C:3]=3[N:8]2[CH2:9][CH2:16]1 |f:5.6.7|. Isolated yield 56.7%. Run in C(C)N(CC)CC (triethylamine). The reagents and catalysts are [Pd](Cl)Cl.C1(=CC=CC=C1)P(C1=CC=CC=C1)C1=CC=CC=C1.C1(=CC=CC=C1)P(C1=CC=CC=C1)C1=CC=CC=C1 (bis(triphenylphosphine) palladium dichloride), [Cu]I (copper (I) iodide). The reactants are [Li+].[BH4-] (LiBH4), COC(CCCOC1=CC=C(C=C1)C#N)=O (4-(4-Cyanophenoxy)butyric acid methyl ester), CO (MeOH). The solvent is C(C)OCC (diethyl ether). Yields the product C(#N)C1=CC=C(OCCCCO)C=C1 (4-(4-Cyanophenoxy)-1-butanol). Isolated yield 46.0%. As a reaction SMILES: [Li+].[BH4-].C[O:4][C:5](=O)[CH2:6][CH2:7][CH2:8][O:9][C:10]1[CH:15]=[CH:14][C:13]([C:16]#[N:17])=[CH:12][CH:11]=1.CO>C(OCC)C>[C:16]([C:13]1[CH:14]=[CH:15][C:10]([O:9][CH2:8][CH2:7][CH2:6][CH2:5][OH:4])=[CH:11][CH:12]=1)#[N:17] |f:0.1|. Procedure details: LiBH4 (1.5 g; 71.1 mmol) was added to a stirred solution of 4-(4-cyanophenoxy)butyric acid methyl ester (9.63 g; 47.4 mmol; from step (b) above), MeOH (2.87 mL; 71.1 mmol) and diethyl ether (158 mL) and the reaction mixture was refluxed overnight. The ether phase was collected and the residue was extracted with diethyl ether (3×50 mL). The combined organic phase was dried, concentrated and purified using column chromatography (EtOAc:hexane; 1:3) to give the sub-title compound (3.82 g; 21.8 mmol)... The solvent is CCOC(=O)C (EtOAc), CN(C)C=O (DMF), C(Cl)Cl (CH2Cl2). The reactants are [BH-](OC(=O)C)(OC(=O)C)OC(=O)C.[Na+] (NaBH(OAc)3), CC(=O)O (HOAc), CC(=O)O (HOAc), C(C)(C)(C)OC(=O)N1[C@@H]([C@@H](CC1)O[Si](C)(C)C(C)(C)C)C=O ((2S,3R)-3-(tert-Butyldimethylsilanyloxy)-2-formylpyrrolidine-1-carboxylic acid tert-butyl ester), NC1=C(C(=C(C#N)C=C1)Cl)C (4-amino-2-chloro-3-methyl-benzonitrile), [BH-](OC(=O)C)(OC(=O)C)OC(=O)C.[Na+] (NaBH(OAc)3). The product is C(C)(C)(C)OC(=O)N1[C@@H]([C@@H](CC1)O[Si](C)(C)C(C)(C)C)CNC1=C(C(=C(C=C1)C#N)Cl)C ((2R,3R)—N-tert-Butyloxycarbonyl-3-(tert-butyldimethylsiloxy)-2-[(3-chloro-4-cyano-2-methylphenylamino)methyl]pyrrolidine). RXN SMILES: [C:1]([O:5][C:6]([N:8]1[CH2:12][CH2:11][C@@H:10]([O:13][Si:14]([C:17]([CH3:20])([CH3:19])[CH3:18])([CH3:16])[CH3:15])[C@H:9]1[CH:21]=O)=[O:7])([CH3:4])([CH3:3])[CH3:2].[NH2:23][C:24]1[CH:31]=[CH:30][C:27]([C:28]#[N:29])=[C:26]([Cl:32])[C:25]=1[CH3:33].[BH-](OC(C)=O)(OC(C)=O)OC(C)=O.[Na+].CC(O)=O>CN(C=O)C.C(Cl)Cl.CCOC(C)=O>[C:1]([O:5][C:6]([N:8]1[CH2:12][CH2:11][C@@H:10]([O:13][Si:14]([C:17]([CH3:20])([CH3:19])[CH3:18])([CH3:16])[CH3:15])[C@H:9]1[CH2:21][NH:23][C:24]1[CH:31]=[CH:30][C:27]([C:28]#[N:29])=[C:26]([Cl:32])[C:25]=1[CH3:33])=[O:7])([CH3:2])([CH3:3])[CH3:4] |f:2.3|. Yield: 63.0%. Reaction conditions: time 18 hour. Reported procedure: To a solution of (2S,3R)-3-(tert-Butyldimethylsilanyloxy)-2-formyl-pyrrolidine-1-carboxylic acid tert-butyl ester (51C) (661 mg, 2.0 mmol) in 5% DMF in CH2Cl2 (10 mL) at rt was added 4-amino-2-chloro-3-methyl-benzonitrile (340 mg, 2.04 mmol) followed by NaBH(OAc)3 (636 mg, 3.0 mmol) and HOAc (180 μL, 3 mmol). The reaction was stirred under nitrogen at rt for 18 h. Additional portions of NaBH(OAc)3 (424 mg, 2.0 mmol) and HOAc (120 μL, 2 mmol) were added, and the reaction was stirred for an additi...